This data is from the Open Reaction Database (ORD), a public repository of structured organic reaction records. The task is: describe an organic reaction: reactants, conditions, products, and yield Reactants: BrC1=CC=C(S1)C1=CC(=NN1C1=C(C=CC=C1)Cl)C(C(F)(F)F)(C(F)(F)F)O (2-[5-(5-bromothiophen-2-yl)-1-(2-chlorophenyl)-1H-pyrazol-3-yl]-1,1,1,3,3,3-hexafluoro-propan-2-ol), CS(=O)(=O)C=1C=C(C=CC1)B(O)O (3-methanesulfonyl-phenylboronic acid), C(=O)([O-])[O-].[K+].[K+] (K2CO3), Cl2Pd(dppf). Run at temperature 80 celsius, time 3 hour. Product: ClC1=C(C=CC=C1)N1N=C(C=C1C=1SC(=CC1)C1=CC(=CC=C1)S(=O)(=O)C)C(C(F)(F)F)(C(F)(F)F)O (2-[1-(2-chlorophenyl)-5-{5-[3-(methylsulfonyl)phenyl]-2-thienyl}-1H-pyrazol-3-yl]-1,1,1,3,3,3-hexafluoropropan-2-ol). Isolated yield 34.4%. Reaction SMILES: Br[C:2]1[S:6][C:5]([C:7]2[N:11]([C:12]3[CH:17]=[CH:16][CH:15]=[CH:14][C:13]=3[Cl:18])[N:10]=[C:9]([C:19]([OH:28])([C:24]([F:27])([F:26])[F:25])[C:20]([F:23])([F:22])[F:21])[CH:8]=2)=[CH:4][CH:3]=1.[CH3:29][S:30]([C:33]1[CH:34]=[C:35](B(O)O)[CH:36]=[CH:37][CH:38]=1)(=[O:32])=[O:31].C([O-])([O-])=O.[K+].[K+]>>[Cl:18][C:13]1[CH:14]=[CH:15][CH:16]=[CH:17][C:12]=1[N:11]1[C:7]([C:5]2[S:6][C:2]([C:37]3[CH:36]=[CH:35][CH:34]=[C:33]([S:30]([CH3:29])(=[O:32])=[O:31])[CH:38]=3)=[CH:3][CH:4]=2)=[CH:8][C:9]([C:19]([OH:28])([C:24]([F:27])([F:25])[F:26])[C:20]([F:21])([F:23])[F:22])=[N:10]1 |f:2.3.4|. Procedure: A mixture of 2-[5-(5-bromothiophen-2-yl)-1-(2-chlorophenyl)-1H-pyrazol-3-yl]-1,1,1,3,3,3-hexafluoro-propan-2-ol (84 mg, 0.17 mmol), 3-methanesulfonyl-phenylboronic acid (42 mg, 0.21 mmol), K2CO3 (70 mg, 0.51 mmol), Cl2Pd(dppf).DCM (21 mg, 15 mol %) and H2O (0.2 mL) in dioxane (2 mL) was sparged with Argon for 5 min and then heated at 80° C. as a sealed flask. After 3 h the reaction mixture was allowed to cool to ambient temperature, filtered (Celite™) and the filter agent rinsed with EtOAc. The ... The reactants are CCCCOc1c(CN(C(=O)[O-])C(C)(C)C)n(CC2CC2)c(=O)c2ccc(OCC(N)=O)cc12, CCOC(C)=O, Cl. Product: Cl, CCCCOc1c(CN)n(CC2CC2)c(=O)c2ccc(OCC(N)=O)cc12. Reaction SMILES: [C:1]([N:5]([C:2](=[O:3])[O-:4])[CH2:9][c:10]1[n:11]([CH2:31][CH:32]2[CH2:33][CH2:34]2)[c:12](=[O:30])[c:13]2[cH:14][cH:15][c:16]([O:25][CH2:26][C:27](=[O:28])[NH2:29])[cH:17][c:18]2[c:19]1[O:20][CH2:21][CH2:22][CH2:23][CH3:24])([CH3:6])([CH3:7])[CH3:8].[CH3:36][CH2:37][O:38][C:39](=[O:40])[CH3:41].[ClH:35]>>[ClH:35].[NH2:5][CH2:9][c:10]1[n:11]([CH2:31][CH:32]2[CH2:33][CH2:34]2)[c:12](=[O:30])[c:13]2[cH:14][cH:15][c:16]([O:25][CH2:26][C:27](=[O:28])[NH2:29])[cH:17][c:18]2[c:19]1[O:20][CH2:21][CH2:22][CH2:23][CH3:24]. As a reaction SMILES: [Cl:1][C:2]([N:3]([CH3:4])[CH3:5])=[C:6]([CH3:7])[CH3:8].[Cl:52][CH2:53][Cl:54].[N:9]1([C:13](=[O:14])[c:15]2[cH:16][cH:17][c:18]([O:21][c:22]3[cH:23][c:24]([C:25](=[O:26])[OH:27])[cH:28][c:29]([O:31][CH:32]4[C:33](=[O:38])[N:34]([CH3:37])[CH2:35][CH2:36]4)[cH:30]3)[cH:19][n:20]2)[CH2:10][CH2:11][CH2:12]1.[NH2:39][c:40]1[n:41][cH:42][cH:43][n:44][cH:45]1.[cH:46]1[cH:47][cH:48][n:49][cH:50][cH:51]1>>[N:9]1([C:13](=[O:14])[c:15]2[cH:16][cH:17][c:18]([O:21][c:22]3[cH:23][c:24]([C:25](=[O:27])[NH:39][c:40]4[n:41][cH:42][cH:43][n:44][cH:45]4)[cH:28][c:29]([O:31][CH:32]4[C:33](=[O:38])[N:34]([CH3:37])[CH2:35][CH2:36]4)[cH:30]3)[cH:19][n:20]2)[CH2:10][CH2:11][CH2:12]1. Yields the product CN1CCC(Oc2cc(Oc3ccc(C(=O)N4CCC4)nc3)cc(C(=O)Nc3cnccn3)c2)C1=O. The reactants are CC(C)=C(Cl)N(C)C, ClCCl, CN1CCC(Oc2cc(Oc3ccc(C(=O)N4CCC4)nc3)cc(C(=O)O)c2)C1=O, Nc1cnccn1, c1ccncc1. The reactants are CCOC(=O)C (AcOEt), CN(C)CC=1C(=C2CCNC2=C(C1C)NC(C(C)(C)C)=O)C (N-(5-Dimethylaminomethyl-4,6-dimethylindolin-7-yl)-2,2-dimethyl-propanamide), ICCCCCCCC (1-iodooctane), [H-].[Na+] (NaH). Run in CN(C)C=O (DMF). Conditions: time 30 minute. Yields the product C(CCCCCCC)N1CCC2=C(C(=C(C(=C12)NC(C(C)(C)C)=O)C)CN(C)C)C (N-(1 Octyl-5-dimethylaminomethyl-4,6-dimethylindolin-7-yl)-2,2-dimethylpropanamide). The yield is 120.4%. Reaction SMILES: [CH3:1][N:2]([CH2:4][C:5]1[C:6]([CH3:22])=[C:7]2[C:11](=[C:12]([NH:15][C:16](=[O:21])[C:17]([CH3:20])([CH3:19])[CH3:18])[C:13]=1[CH3:14])[NH:10][CH2:9][CH2:8]2)[CH3:3].[H-].[Na+].I[CH2:26][CH2:27][CH2:28][CH2:29][CH2:30][CH2:31][CH2:32][CH3:33].CCOC(C)=O>CN(C=O)C>[CH2:26]([N:10]1[C:11]2[C:7](=[C:6]([CH3:22])[C:5]([CH2:4][N:2]([CH3:3])[CH3:1])=[C:13]([CH3:14])[C:12]=2[NH:15][C:16](=[O:21])[C:17]([CH3:18])([CH3:19])[CH3:20])[CH2:8][CH2:9]1)[CH2:27][CH2:28][CH2:29][CH2:30][CH2:31][CH2:32][CH3:33] |f:1.2|. Procedure: N-(5-Dimethylaminomethyl-4,6-dimethylindolin-7-yl)-2,2-dimethyl-propanamide (700 mg) was dissolved in DMF (7 ml) and NaH (P=60%, 160 mg) was added under a nitrogen atmosphere at 5° C. After stirring at the same temperature for 30 min, 1-iodooctane (240 mg) was added, which was followed by stirring at 30° C. for 3 hr. AcOEt (200 ml) was added, and the mixture was washed with water and dried over anhydrous sodium sulfate. AcOEt was evaporated under reduced pressure. The residue was purified by sil... The reactants are CC=1C(=NC(=NC1C)Cl)N1C(C2=CC=C(C=C2CC1)F)C (5,6-dimethyl-2-chloro-4-(1-methyl-6-fluoro-1,2,3,4-tetrahydroisoquinolin-2-yl)pyrimidine), FC1=CC=C(N)C=C1 (4-fluoroaniline). Solvent: CN(C=O)C (dimethylformamide). The product is Cl.CC=1C(=NC(=NC1C)NC1=CC=C(C=C1)F)N1C(C2=CC=C(C=C2CC1)F)C (5,6-dimethyl-2-(4-fluorophenylamino)-4-(1-methyl-6-fluoro-1,2,3,4-tetrahydroisoquinolin-2-yl)pyrimidine hydrochloride). The yield is 61.1%. RXN SMILES: [CH3:1][C:2]1[C:3]([N:10]2[CH2:19][CH2:18][C:17]3[C:12](=[CH:13][CH:14]=[C:15]([F:20])[CH:16]=3)[CH:11]2[CH3:21])=[N:4][C:5]([Cl:9])=[N:6][C:7]=1[CH3:8].[F:22][C:23]1[CH:29]=[CH:28][C:26]([NH2:27])=[CH:25][CH:24]=1>CN(C)C=O>[ClH:9].[CH3:1][C:2]1[C:3]([N:10]2[CH2:19][CH2:18][C:17]3[C:12](=[CH:13][CH:14]=[C:15]([F:20])[CH:16]=3)[CH:11]2[CH3:21])=[N:4][C:5]([NH:27][C:26]2[CH:28]=[CH:29][C:23]([F:22])=[CH:24][CH:25]=2)=[N:6][C:7]=1[CH3:8] |f:3.4|. Reported procedure: The same procedures as in Step 2 of Example 3 above were repeated using 5,6-dimethyl-2-chloro-4-(1-methyl-6-fluoro-1,2,3,4-tetrahydroisoquinolin-2-yl)pyrimidine (0.1 g, 0.33 mmol), dimethylformamide (5 ml), and 4-fluoroaniline (0.08 ml, 0.84 mmol) to afford 84 mg (61%) of the titled compound. The reactants are C(CCCCCCC)C(C(C(=O)[O-])S(=O)(=O)O)(C(=O)[O-])CCCCCCCC.[Na+].[Na+] (sodium dioctylsulfosuccinate), S(=O)(=O)([O-])OOS(=O)(=O)[O-].[K+].[K+] (potassium persulfate). The solvent is O (water). Conditions: temperature 65 celsius, time 3 hour. Yields the product C(C=C)(=O)OCCCC (butyl acrylate), tricyclodecenyl acrylate. Reaction SMILES: C([C:9]([CH2:21][CH2:22]CCCCCC)([C:18]([O-:20])=O)C(S(O)(=O)=O)C([O-])=O)CCCCCCC.[Na+].[Na+].S(OOS([O-])(=O)=O)([O-])(=O)=O.[K+].[K+]>O>[C:18]([O:20][CH2:18][CH2:9][CH2:21][CH3:22])(=[O:20])[CH:9]=[CH2:21] |f:0.1.2,3.4.5|. Procedure details: 98 Parts of butyl acrylate and 2 parts of tricyclodecenyl acrylate are polymerized in 154 parts of water containing 2 parts of sodium dioctylsulfosuccinate (70% strength) as emulsifier and 0.5 part of potassium persulfate by stirring for 3 hours at 65° C. A 40% strength dispersion is obtained, the mean particle size of the latex being about 0.1 μm. Yields the product Nc1ccsc1C(=O)NCC=CCOc1cc(CN2CCCCC2)ccn1. Starting materials: NCC=CCOc1cc(CN2CCCCC2)ccn1, Nc1ccsc1C(=O)O. Reaction SMILES: [N:1]1([CH2:7][c:8]2[cH:9][c:10]([O:14][CH2:15][CH:16]=[CH:17][CH2:18][NH2:19])[n:11][cH:12][cH:13]2)[CH2:2][CH2:3][CH2:4][CH2:5][CH2:6]1.[NH2:20][c:21]1[c:22]([C:26](=[O:27])[OH:28])[s:23][cH:24][cH:25]1>>[N:1]1([CH2:7][c:8]2[cH:9][c:10]([O:14][CH2:15][CH:16]=[CH:17][CH2:18][NH:19][C:26]([c:22]3[c:21]([NH2:20])[cH:25][cH:24][s:23]3)=[O:27])[n:11][cH:12][cH:13]2)[CH2:2][CH2:3][CH2:4][CH2:5][CH2:6]1. Reactants: ClC1=C(OCC(=O)O)C=CC(=C1)C(F)(F)F ((2-chloro-4-trifluoromethyl-phenoxy)-acetic acid), CN(CCN(C1=CC=C(C=C1)N)C)C (N-(2-dimethylamino-ethyl)-N-methylbenzene-1,4-diamine). The product is ClC1=C(OCC(=O)NC2=CC=C(C=C2)N(C)CCN(C)C)C=CC(=C1)C(F)(F)F (2-(2-chloro-4-trifluoromethyl-phenoxy)-N-{4-[(2-dimethylamino-ethyl)-methyl-amino]-phenyl}-acetamide). Reaction SMILES: [Cl:1][C:2]1[CH:12]=[C:11]([C:13]([F:16])([F:15])[F:14])[CH:10]=[CH:9][C:3]=1[O:4][CH2:5][C:6]([OH:8])=O.[CH3:17][N:18]([CH3:30])[CH2:19][CH2:20][N:21]([CH3:29])[C:22]1[CH:27]=[CH:26][C:25]([NH2:28])=[CH:24][CH:23]=1>>[Cl:1][C:2]1[CH:12]=[C:11]([C:13]([F:16])([F:15])[F:14])[CH:10]=[CH:9][C:3]=1[O:4][CH2:5][C:6]([NH:28][C:25]1[CH:24]=[CH:23][C:22]([N:21]([CH2:20][CH2:19][N:18]([CH3:30])[CH3:17])[CH3:29])=[CH:27][CH:26]=1)=[O:8]. Reported procedure: The product was prepared according to general working method I from (2-chloro-4-trifluoromethyl-phenoxy)-acetic acid (Z2b) and N-(2-dimethylamino-ethyl)-N-methylbenzene-1,4-diamine (141b). Reactants: F[B-](F)(F)F.C(C)[O+](CC)CC (triethyloxonium tetrafluoroborate), [Cl-].C(CCCCC)[N+]1=CN(C=C1)C (1-hexyl-3-methylimidazolium chloride). Reaction conditions: time 30 minute. Product: F[B-](F)(F)F.C(CCCCC)[N+]1=CN(C=C1)C (1-hexyl-3-methylimidazolium tetrafluoroborate). Isolated yield 100.0%. As a reaction SMILES: [F:1][B-:2]([F:5])([F:4])[F:3].C([O+](CC)CC)C.[Cl-].[CH2:14]([N+:20]1[CH:24]=[CH:23][N:22]([CH3:25])[CH:21]=1)[CH2:15][CH2:16][CH2:17][CH2:18][CH3:19]>>[F:1][B-:2]([F:5])([F:4])[F:3].[CH2:14]([N+:20]1[CH:24]=[CH:23][N:22]([CH3:25])[CH:21]=1)[CH2:15][CH2:16][CH2:17][CH2:18][CH3:19] |f:0.1,2.3,4.5|. Reported procedure: 2.09 g (11.01 mmol) of triethyloxonium tetrafluoroborate are added to 2.21 g (10.90 mmol) of 1-hexyl-3-methylimidazolium chloride. The reaction mixture is stirred at room temperature for 30 minutes, and all volatile products are subsequently removed over the course of 30 minutes in a vacuum of 13.3 Pa and at 80° C. (temperature of the oil bath), giving 2.77 g of 1-hexyl-3-methylimidazolium tetrafluoroborate as liquid. The yield is approximately quantitative.